From a dataset of the Open Reaction Database (ORD), a public repository of structured organic reaction records. describe an organic reaction: reactants, conditions, products, and yield Reactants: CN1N=NN=C1SCC=1CS[C@H]2N(C1C(=O)O)C(C2NC(C(=NOCC(=O)O)C=2N=C(SC2)N)=O)=O (3-[(1-methyl-tetrazol-5-yl)-thiomethyl]-7-[2-(2-amino-4-thiazolyl)-2-(carboxymethyloxyimino)-acetamido]-ceph-3-eme-4-carboxylic acid), molar solution, C(C)(=O)[O-].[Na+] (sodium acetate). The solvent is CO (methanol), CO (methanol). The product is CN1N=NN=C1SCC=1CS[C@H]2N(C1C(=O)[O-])C(C2NC(C(=NOCC(=O)O)C=2N=C(SC2)N)=O)=O.[Na+].[Na+].CN2N=NN=C2SCC=2CS[C@H]1N(C2C(=O)[O-])C(C1NC(C(C=1N=C(SC1)N)=NOCC(=O)O)=O)=O (disodium 3-[(1-methyl-tetrazol-5-yl)-thiomethyl]-7-[2-(2-amino-4-thiazolyl)-2-(carboxymethyloxyimino)-acetamido]-ceph-3-eme-4-carboxylate). As a reaction SMILES: [CH3:1][N:2]1[C:6]([S:7][CH2:8][C:9]2[CH2:10][S:11][C@@H:12]3[CH:19]([NH:20][C:21](=[O:35])[C:22]([C:29]4[N:30]=[C:31]([NH2:34])[S:32][CH:33]=4)=[N:23][O:24][CH2:25][C:26]([OH:28])=[O:27])[C:18](=[O:36])[N:13]3[C:14]=2[C:15]([OH:17])=[O:16])=[N:5][N:4]=[N:3]1.C([O-])(=O)C.[Na+:41]>CO>[CH3:1][N:2]1[C:6]([S:7][CH2:8][C:9]2[CH2:10][S:11][C@@H:12]3[CH:19]([NH:20][C:21](=[O:35])[C:22]([C:29]4[N:30]=[C:31]([NH2:34])[S:32][CH:33]=4)=[N:23][O:24][CH2:25][C:26]([OH:28])=[O:27])[C:18](=[O:36])[N:13]3[C:14]=2[C:15]([O-:17])=[O:16])=[N:5][N:4]=[N:3]1.[Na+:41].[Na+:41].[CH3:1][N:2]1[C:6]([S:7][CH2:8][C:9]2[CH2:10][S:11][C@@H:12]3[CH:19]([NH:20][C:21](=[O:35])[C:22](=[N:23][O:24][CH2:25][C:26]([OH:28])=[O:27])[C:29]4[N:30]=[C:31]([NH2:34])[S:32][CH:33]=4)[C:18](=[O:36])[N:13]3[C:14]=2[C:15]([O-:17])=[O:16])=[N:5][N:4]=[N:3]1 |f:1.2,4.5.6.7|. Reported procedure: 0.15 g of animal black were added at room temperature to a solution of 1.35 g of the product of Example 4, 9.7 ml of a molar solution of sodium acetate in methanol and 28 ml of methanol containing 10% water and the mixture was stirred and vacuum filtered. The product was rinsed 3 times with 1 ml of methanol containing 10% water and 3 times with 5 ml of methanol. The filtrate was concentrated under reduced pressure at less than 30° C. to a volume of 10 ml and 50 ml of ethanol were slowly added th... Reactants: O1C(C1)CCCCOC1=CC=C(C(=O)N2CCC(CC2)N2C(=O)CCC3=CC=CC=C23)C=C1 (1-{1-[4-(4-Oxiranylbutoxy)benzoyl]-4-piperidinyl}-3,4-dihydrocarbostyril), C(O)([O-])=O.[Na+] (sodium hydrogen carbonate), S(O)(O)(=O)=O (sulfuric acid). The solvent is O1CCOCC1 (dioxane), O (water). Conditions: time 8 hour. The product is OC(CCCCOC1=CC=C(C(=O)N2CCC(CC2)N2C(=O)CCC3=CC=CC=C23)C=C1)CO (1-{1-[4-(5,6-dihydroxyhexyloxy)benzoyl]-4-piperidinyl}-3,4-dihydrocarbostyril). RXN SMILES: [O:1]1C[CH:2]1[CH2:4][CH2:5][CH2:6][CH2:7][O:8][C:9]1[CH:33]=[CH:32][C:12]([C:13]([N:15]2[CH2:20][CH2:19][CH:18]([N:21]3[C:31]4[C:26](=[CH:27][CH:28]=[CH:29][CH:30]=4)[CH2:25][CH2:24][C:22]3=[O:23])[CH2:17][CH2:16]2)=[O:14])=[CH:11][CH:10]=1.S(=O)(=O)(O)O.[C:39](=[O:42])([O-])O.[Na+]>O1CCOCC1.O>[OH:1][CH:2]([CH2:39][OH:42])[CH2:4][CH2:5][CH2:6][CH2:7][O:8][C:9]1[CH:10]=[CH:11][C:12]([C:13]([N:15]2[CH2:16][CH2:17][CH:18]([N:21]3[C:31]4[C:26](=[CH:27][CH:28]=[CH:29][CH:30]=4)[CH2:25][CH2:24][C:22]3=[O:23])[CH2:19][CH2:20]2)=[O:14])=[CH:32][CH:33]=1 |f:2.3|. Procedure details: 1-{1-[4-(4-Oxiranylbutoxy)benzoyl]-4-piperidinyl}-3,4-dihydrocarbostyril (1.6 g) is dissolved in a mixture of dioxane (30 ml) and water (10 ml). Thereto is added conc. sulfuric acid (0.1 ml) and the mixture is stirred at room temperature overnight. The mixture is neutralized with sodium hydrogen carbonate and then extracted with chloroform. The extract is dried with magnesium sulfate and the solvent is evaporated off. The resulting residue is purified by silica gel column chromatography (solvent... The reactants are C(C1=CC=CC=C1)=NC=C(CCCC)CC (N-benzylidene-(2-ethyl-1-hexenylamine)), C(C)C(C=O)=CCCC (2-ethyl-hexenal), potassium tert.-butylate, C1(=CC=CC=C1)C=NC=C(CCCC)CC (1-phenyl-4-ethyl-4-n-butyl-2-aza-1,3-butadiene), C(C1=CC=CC=C1)N (benzylamine). Product: C(CCC)C1(C=NC(CC=CCCC=CC1)C1=CC=CC=C1)CC (3-n-butyl-3-ethyl-12-phenyl-1-aza-1,5,9-cyclododecatriene). RXN SMILES: [CH:1](=[N:8][CH:9]=[C:10]([CH2:15][CH3:16])[CH2:11][CH2:12][CH2:13][CH3:14])[C:2]1[CH:7]=[CH:6][CH:5]=[CH:4][CH:3]=1.C(N)[C:18]1[CH:23]=[CH:22][CH:21]=[CH:20][CH:19]=1.[CH2:25](C(=CCCC)C=O)[CH3:26]>>[CH2:11]([C:10]1([CH2:25][CH3:26])[CH2:15][CH:16]=[CH:19][CH2:20][CH2:21][CH:22]=[CH:23][CH2:18][CH:1]([C:2]2[CH:7]=[CH:6][CH:5]=[CH:4][CH:3]=2)[N:8]=[CH:9]1)[CH2:12][CH2:13][CH3:14]. Reported procedure: The procedure described in Example 1(a) is repeated, except that 215.3 g (1 mol) of N-benzylidene-(2-ethyl-1-hexenylamine) [1-phenyl-4-ethyl-4-n-butyl-2-aza-1,3-butadiene; prepared by reacting benzylamine with 2-ethyl-hexenal and then isomerising the reaction product with potassium tert.-butylate; boiling point 90° C./7 Pa; nD20 =1.5630] are used. Distillation yields 288 g (0.891 mol) of 3-n-butyl-3-ethyl-12-phenyl-1-aza-1,5,9-cyclododecatriene; boiling point 130° C./2 Pa; nD20 =1.5296. Reactants: NC=1C=C(C=CC1)N1C(CCC1)=O (1-(3-aminophenyl)pyrrolidin-2-one), CC(C)(OC(NC(NC(OC(C)(C)C)=O)=S)=O)C (2,2,10,10-tetramethyl-6-thioxo-3,9-dioxa-5,7-diazaundecane-4,8-dione), polystyrene carbodiimide. The solvent is C(Cl)Cl (CH2Cl2). Run at time 14 hour. Yields the product ethyl acetate hexanes, C(C)(C)(C)OC(=O)N\C(\NC1=CC(=CC=C1)N1C(CCC1)=O)=N\C(OC(C)(C)C)=O ((E)-tert-butyl (tert-butoxycarbonylamino)(3-(2-oxopyrrolidin-1-yl)phenylamino)methylenecarbamate). Reaction SMILES: [NH2:1][C:2]1[CH:3]=[C:4]([N:8]2[CH2:12][CH2:11][CH2:10][C:9]2=[O:13])[CH:5]=[CH:6][CH:7]=1.[CH3:14][C:15]([CH3:31])([O:17][C:18](=[O:30])[NH:19][C:20](=S)[NH:21][C:22](=[O:28])[O:23][C:24]([CH3:27])([CH3:26])[CH3:25])[CH3:16]>C(Cl)Cl>[C:24]([O:23][C:22]([NH:21]/[C:20](=[N:19]/[C:18](=[O:30])[O:17][C:15]([CH3:31])([CH3:16])[CH3:14])/[NH:1][C:2]1[CH:7]=[CH:6][CH:5]=[C:4]([N:8]2[CH2:12][CH2:11][CH2:10][C:9]2=[O:13])[CH:3]=1)=[O:28])([CH3:27])([CH3:26])[CH3:25]. Procedure: In a 500 mL round bottom flask was charged 1-(3-aminophenyl)pyrrolidin-2-one (5 g, 28.4 mmol), 2,2,10,10-tetramethyl-6-thioxo-3,9-dioxa-5,7-diazaundecane-4,8-dione (9.80 g, 35.5 mmol), polystyrene-carbodiimide (Argonaut P/N 800371, 1.42 mmole/g, 30.0 g, 42.6 mmol) and CH2Cl2 (300 mL). The resulting suspension was stirred at room temperature for 14 hours. The reaction was filtered and the collected solid was washed with 2×30 mL CH2Cl2. The filtrate was concentrated. The concentrate was purified b... The reactants are IN1C(CCC1=O)=O (N-Iodosuccinimide), C[C@@]1(NC(OC1)=O)C1=CC2=CC=C(C=C2C=C1)O[C@@H]1CC[C@H](CC1)C(F)(F)F ((R)-4-methyl-4-[6-(trans-4-trifluoromethyl-cyclohexyloxy)-naphthalen-2-yl]-oxazolidin-2-one), pure trans product. The reagents and catalysts are [Cl-].[Cl-].[Cl-].[Cl-].[Zr+4] (zirconium tetrachloride). The solvent is C(Cl)Cl (methylene chloride). Conditions: time 30 minute. Yields the product IC1=C2C=CC(=CC2=CC=C1O[C@@H]1CC[C@H](CC1)C(F)(F)F)[C@]1(NC(OC1)=O)C ((R)-4-[5-Iodo-6-(trans-4-trifluoromethyl-cyclohexyloxy)-naphthalen-2-yl]-4-methyl-oxazolidin-2-one). Reaction SMILES: [I:1]N1C(=O)CCC1=O.[CH3:9][C@@:10]1([C:16]2[CH:25]=[CH:24][C:23]3[C:18](=[CH:19][CH:20]=[C:21]([O:26][C@H:27]4[CH2:32][CH2:31][C@H:30]([C:33]([F:36])([F:35])[F:34])[CH2:29][CH2:28]4)[CH:22]=3)[CH:17]=2)[CH2:14][O:13][C:12](=[O:15])[NH:11]1>C(Cl)Cl.[Cl-].[Cl-].[Cl-].[Cl-].[Zr+4]>[I:1][C:22]1[C:21]([O:26][C@H:27]2[CH2:28][CH2:29][C@H:30]([C:33]([F:36])([F:34])[F:35])[CH2:31][CH2:32]2)=[CH:20][CH:19]=[C:18]2[C:23]=1[CH:24]=[CH:25][C:16]([C@:10]1([CH3:9])[CH2:14][O:13][C:12](=[O:15])[NH:11]1)=[CH:17]2 |f:3.4.5.6.7|. Procedure details: N-Iodosuccinimide (588 mg, 0.00261 mol, Acros) and zirconium tetrachloride (98 mg, 0.00042 mol, Strem) was added to a solution of repurified (R)-4-methyl-4-[6-(trans-4-trifluoromethyl-cyclohexyloxy)-naphthalen-2-yl]-oxazolidin-2-one (786 mg, 0.00200 mol) in methylene chloride (30 mL, Acros) and were stirred at room temperature for 30 min. Silica gel was added and the reaction was evaporated to dryness. The residue was purified by silica gel chromatography using 0-100% ethyl acetate in hexanes as... The reactants are ClC1=CC(=NC=C1)OC (4-chloro-2-methoxypyridine), C=1(C(=CC=CC1)B(O)O)C1=CC=CC=C1 (2-biphenylboronic acid), C1(CCCCC1)P(C1=C(C=CC=C1)C1=C(C=CC=C1OC)OC)C1CCCCC1 (2-dicyclohexylphosphino-2′,6′-dimethoxybiphenyl), [O-]P(=O)([O-])[O-].[K+].[K+].[K+].O (K3PO4.H2O). Reagents/catalysts: C=1C=CC(=CC1)/C=C/C(=O)/C=C/C2=CC=CC=C2.C=1C=CC(=CC1)/C=C/C(=O)/C=C/C2=CC=CC=C2.C=1C=CC(=CC1)/C=C/C(=O)/C=C/C2=CC=CC=C2.[Pd].[Pd] (Pd2(dba)3). The solvent is C1(=CC=CC=C1)C (toluene), O (water). Yields the product C1(=C(C=CC=C1)C1=CC(=NC=C1)OC)C1=CC=CC=C1 (4-(biphenyl-2-yl)-2-methoxypyridine). The yield is 76.4%. Reaction SMILES: Cl[C:2]1[CH:7]=[CH:6][N:5]=[C:4]([O:8][CH3:9])[CH:3]=1.[C:10]1([C:19]2[CH:24]=[CH:23][CH:22]=[CH:21][CH:20]=2)[C:11](B(O)O)=[CH:12][CH:13]=[CH:14][CH:15]=1.C1(P(C2CCCCC2)C2C=CC=CC=2C2C(OC)=CC=CC=2OC)CCCCC1.[O-]P([O-])([O-])=O.[K+].[K+].[K+].O>O.C1C=CC(/C=C/C(/C=C/C2C=CC=CC=2)=O)=CC=1.C1C=CC(/C=C/C(/C=C/C2C=CC=CC=2)=O)=CC=1.C1C=CC(/C=C/C(/C=C/C2C=CC=CC=2)=O)=CC=1.[Pd].[Pd].C1(C)C=CC=CC=1>[C:10]1([C:19]2[CH:20]=[CH:21][CH:22]=[CH:23][CH:24]=2)[CH:11]=[CH:12][CH:13]=[CH:14][C:15]=1[C:2]1[CH:7]=[CH:6][N:5]=[C:4]([O:8][CH3:9])[CH:3]=1 |f:3.4.5.6.7,9.10.11.12.13|. Procedure details: A nitrogen flushed mixture of 4-chloro-2-methoxypyridine (3.0 g, 21.03 mmol), 2-biphenylboronic acid 5.0 g, 25.23 mmol), Pd2(dba)3 (381 mg, 0.414 mmol), 2-dicyclohexylphosphino-2′,6′-dimethoxybiphenyl (681 mg, 1.66 mmol), toluene (250 mL) and a slurry of K3PO4.H2O (14.57 g, 63.09 mmol) in water (25 mL) were refluxed for 18 h. After the mixture cooled to room temperature the organic layer was dried over anhydrous Na2SO4, filtered, and concentrated in vacuum. The residue was purified by flash chro...